From a dataset of the Open Reaction Database (ORD), a public repository of structured organic reaction records. describe an organic reaction: reactants, conditions, products, and yield Yields the product C(CCCCCC)NC(=S)C1(SCCC1)C1=NC=CC=C1 (N-n-Heptyl-2-(pyrid-2-yl)tetrahydrothiophene-2-carbothioamide). Solvent: C(C)O (ethanol). Reactants: N1=C(C=CC=C1)C1(SCCC1)C(=S)SC (methyl 2-(pyrid-2-yl)tetrahydrothiophene-2-carbodithioate), C(CCCCCC)N (n-heptylamine), residue. Procedure: A solution of methyl 2-(pyrid-2-yl)tetrahydrothiophene-2-carbodithioate (6.4 g) and n-heptylamine (2.9 g) in ethanol (75 cc) is heated under reflux for 2 hours 30 minutes. The reaction mixture is concentrated to dryness (20 mm Hg; 2.7 kPa) at 40° C. 6.8 g of a product prepared under the same conditions are added to the resulting residue (8.2 g) and the whole is chromatographed on neutral silica gel (150 g) contained in a column of diameter 3.5 cm. Elution is carried out with a cyclohexane-ethyl ... As a reaction SMILES: [N:1]1[CH:6]=[CH:5][CH:4]=[CH:3][C:2]=1[C:7]1([C:12]([S:14]C)=S)[CH2:11][CH2:10][CH2:9][S:8]1.[CH2:16]([NH2:23])[CH2:17][CH2:18][CH2:19][CH2:20][CH2:21][CH3:22]>C(O)C>[CH2:16]([NH:23][C:12]([C:7]1([C:2]2[CH:3]=[CH:4][CH:5]=[CH:6][N:1]=2)[CH2:11][CH2:10][CH2:9][S:8]1)=[S:14])[CH2:17][CH2:18][CH2:19][CH2:20][CH2:21][CH3:22]. Yield: 102.7%. Reactants: CCCC[SnH](CCCC)CCCC, NC(=O)CCc1ccc(Cl)c(Cl)c1, C1CCOC1. Yields the product CCCC[Sn](CCCC)(CCCC)C(=Cc1ccc(Cl)c(Cl)c1)C(N)=O. RXN SMILES: [CH2:14]([CH2:15][CH2:16][CH3:17])[SnH:18]([CH2:19][CH2:20][CH2:21][CH3:22])[CH2:23][CH2:24][CH2:25][CH3:26].[Cl:1][c:2]1[cH:3][c:4]([CH2:9][CH2:10][C:11](=[O:12])[NH2:13])[cH:5][cH:6][c:7]1[Cl:8].[O:27]1[CH2:28][CH2:29][CH2:30][CH2:31]1>>[Cl:1][c:2]1[cH:3][c:4]([CH:9]=[C:10]([C:11](=[O:12])[NH2:13])[Sn:18]([CH2:14][CH2:15][CH2:16][CH3:17])([CH2:19][CH2:20][CH2:21][CH3:22])[CH2:23][CH2:24][CH2:25][CH3:26])[cH:5][cH:6][c:7]1[Cl:8].